From a dataset of the Open Reaction Database (ORD), a public repository of structured organic reaction records. describe an organic reaction: reactants, conditions, products, and yield Starting materials: Cc1cc(C#N)cc(C)c1Oc1nc(F)nc2c1ccn2Cc1ccccc1, [H-], N#Cc1ccc(N)cc1, [Na+], O. Product: Cc1cc(C#N)cc(C)c1Oc1nc(Nc2ccc(C#N)cc2)nc2c1ccn2Cc1ccccc1. RXN SMILES: [CH2:12]([c:13]1[cH:14][cH:15][cH:16][cH:17][cH:18]1)[n:19]1[cH:20][cH:21][c:22]2[c:23]1[n:24][c:25]([F:39])[n:26][c:27]2[O:28][c:29]1[c:30]([CH3:38])[cH:31][c:32]([C:33]#[N:34])[cH:35][c:36]1[CH3:37].[H-:11].[NH2:1][c:2]1[cH:3][cH:4][c:5]([C:6]#[N:7])[cH:8][cH:9]1.[Na+:10].[OH2:40]>>[NH:1]([c:2]1[cH:3][cH:4][c:5]([C:6]#[N:7])[cH:8][cH:9]1)[c:25]1[n:24][c:23]2[n:19]([CH2:12][c:13]3[cH:14][cH:15][cH:16][cH:17][cH:18]3)[cH:20][cH:21][c:22]2[c:27]([O:28][c:29]2[c:30]([CH3:38])[cH:31][c:32]([C:33]#[N:34])[cH:35][c:36]2[CH3:37])[n:26]1. Starting materials: COC(CC1=CC(=C(C=C1)O)OC1=C(C=C(C=C1)[N+](=O)[O-])CSCC(F)(F)F)=O ({4-Hydroxy-3-[4-nitro-2-(2,2,2-trifluoro-ethylsulfanylmethyl)-phenoxy]-phenyl}-acetic acid methyl ester), ClC(C(=O)[O-])(F)F.[Na+] (sodium chlorodifluoroacetate), C([O-])([O-])=O.[K+].[K+] (potassium carbonate). The solvent is CN(C)C=O.O (DMF H2O). Reaction conditions: temperature 100 celsius, time 4 hour. The product is COC(CC1=CC(=C(C=C1)OC(F)F)OC1=C(C=C(C=C1)[N+](=O)[O-])CSCC(F)(F)F)=O ({4-difluoromethoxy-3-[4-nitro-2-(2,2,2-trifluoro-ethylsulfanylmethyl)-phenoxy]-phenyl}-acetic acid methyl ester). RXN SMILES: [CH3:1][O:2][C:3](=[O:29])[CH2:4][C:5]1[CH:10]=[CH:9][C:8]([OH:11])=[C:7]([O:12][C:13]2[CH:18]=[CH:17][C:16]([N+:19]([O-:21])=[O:20])=[CH:15][C:14]=2[CH2:22][S:23][CH2:24][C:25]([F:28])([F:27])[F:26])[CH:6]=1.Cl[C:31]([F:36])([F:35])C([O-])=O.[Na+].C(=O)([O-])[O-].[K+].[K+]>CN(C=O)C.O>[CH3:1][O:2][C:3](=[O:29])[CH2:4][C:5]1[CH:10]=[CH:9][C:8]([O:11][CH:31]([F:36])[F:35])=[C:7]([O:12][C:13]2[CH:18]=[CH:17][C:16]([N+:19]([O-:21])=[O:20])=[CH:15][C:14]=2[CH2:22][S:23][CH2:24][C:25]([F:28])([F:26])[F:27])[CH:6]=1 |f:1.2,3.4.5,6.7|. Reported procedure: {4-Hydroxy-3-[4-nitro-2-(2,2,2-trifluoro-ethylsulfanylmethyl)-phenoxy]-phenyl}-acetic acid methyl ester (0.40 g, 0.92 mmol), sodium chlorodifluoroacetate (0.282 g, 1.86 mmol), and potassium carbonate (0.14 g, 1.02 mmol) were combined in DMF:H2O (8.5:1; 4.6 mL) and degassed with N2 for 15 minutes. The reaction was then stirred at 100° C. for 4 hours. After work-up with EtOAc and 1N aqueous HCl, the residue was purified by silica gel chromatography to give {4-difluoromethoxy-3-[4-nitro-2-(2,2,2-tr... Starting materials: [Cl-].CC1=NOC(=C1C[P+](C1=CC=CC=C1)(C1=CC=CC=C1)C1=CC=CC=C1)C ((3,5-dimethyl-4-isoxazolylmethyl)triphenylphosphonium chloride), [H-].[Na+] (sodium hydride), C1CC(OC=C1)C=O (acrolein dimer), C1(O)=CC=C(O)C=C1 (hydroquinone). Solvent: CCCCC (pentane), O (water). Reaction conditions: time 5 minute. Product: CC1=NOC(=C1C=CC1OC=CCC1)C (racemic 3,5-dimethyl-4-(3,4-dihydro-2H-pyran-2-ylvinyl) isoxazole). RXN SMILES: [H-].[Na+].[Cl-].[CH3:4][C:5]1[C:9]([CH2:10][P+](C2C=CC=CC=2)(C2C=CC=CC=2)C2C=CC=CC=2)=[C:8]([CH3:30])[O:7][N:6]=1.[CH2:31]1[CH:36]=[CH:35][O:34][CH:33]([CH:37]=O)[CH2:32]1.C1(C=CC(O)=CC=1)O>CCCCC.O>[CH3:4][C:5]1[C:9]([CH:10]=[CH:37][CH:33]2[CH2:32][CH2:31][CH:36]=[CH:35][O:34]2)=[C:8]([CH3:30])[O:7][N:6]=1 |f:0.1,2.3|. Reported procedure: 8.75 G. (0.20 mole) of 55 percent sodium hydride dispersion was washed under nitrogen with dry pentane to remove the mineral oil. To the flask was added 600 ml. of dimethylsulfoxide (dried over Linde 3A molecular sieves). The resulting suspension was carefully degassed, placed under nitrogen, and heated at 70°-75° for 1 hour. The gray-green solution was cooled to approximately 15° and 91.6 g. (0.20 mole) of (3,5-dimethyl-4-isoxazolylmethyl)triphenylphosphonium chloride, prepared as described in ...